From a dataset of the Open Reaction Database (ORD), a public repository of structured organic reaction records. describe an organic reaction: reactants, conditions, products, and yield Reactants: [OH-].[Na+] (sodium hydroxide), [N+](=O)([O-])C1=C(C(CBr)=O)C=CC=C1 (2-nitro-phenacyl bromide), C(N)(=N)NC(=S)N (amidinothiourea), O (water). The solvent is CN(C=O)C (dimethylformamide). Product: N(C(=N)N)C=1SC=C(N1)C1=C(C=CC=C1)[N+](=O)[O-] (2-Guanidino-4-(2-nitro-phenyl)-thiazole). The yield is 95.0%. Reaction SMILES: [N+:1]([C:4]1[CH:13]=[CH:12][CH:11]=[CH:10][C:5]=1[C:6](=O)[CH2:7]Br)([O-:3])=[O:2].[C:14]([NH:17][C:18]([NH2:20])=[S:19])(=[NH:16])[NH2:15].O.[OH-].[Na+]>CN(C)C=O>[NH:17]([C:18]1[S:19][CH:7]=[C:6]([C:5]2[CH:10]=[CH:11][CH:12]=[CH:13][C:4]=2[N+:1]([O-:3])=[O:2])[N:20]=1)[C:14]([NH2:16])=[NH:15] |f:3.4|. Procedure: A solution of 16.5 gm of 2-nitro-phenacyl bromide and 7.98 gm of amidinothiourea in 70 ml of dimethylformamide was stirred at room temperature for 16 hours, and then poured into 350 ml of water. The solution was made alkaline with 10% sodium hydroxide, and the solid which separated out after cooling was filtered, washed with water and dried, yielding 16.9 gm of the title compound, m.p. 176°-178° C.